Dataset: the Open Reaction Database (ORD), a public repository of structured organic reaction records. Task: describe an organic reaction: reactants, conditions, products, and yield Yields the product Cc1ccccc1C(=O)Nc1ccc(C(=O)N2CCCC(NC(=O)Nc3ccccc3)c3ccccc32)cc1. Reaction SMILES: [Cl:40][CH2:41][Cl:42].[NH2:1][CH:2]1[CH2:3][CH2:4][CH2:5][N:6]([C:13]([c:14]2[cH:15][cH:16][c:17]([NH:20][C:21]([c:22]3[c:23]([CH3:28])[cH:24][cH:25][cH:26][cH:27]3)=[O:29])[cH:18][cH:19]2)=[O:30])[c:7]2[c:8]1[cH:9][cH:10][cH:11][cH:12]2.[O:31]=[C:32]=[N:33][c:34]1[cH:35][cH:36][cH:37][cH:38][cH:39]1>>[NH:1]([CH:2]1[CH2:3][CH2:4][CH2:5][N:6]([C:13]([c:14]2[cH:15][cH:16][c:17]([NH:20][C:21]([c:22]3[c:23]([CH3:28])[cH:24][cH:25][cH:26][cH:27]3)=[O:29])[cH:18][cH:19]2)=[O:30])[c:7]2[c:8]1[cH:9][cH:10][cH:11][cH:12]2)[C:32](=[O:31])[NH:33][c:34]1[cH:35][cH:36][cH:37][cH:38][cH:39]1. The reactants are ClCCl, Cc1ccccc1C(=O)Nc1ccc(C(=O)N2CCCC(N)c3ccccc32)cc1, O=C=Nc1ccccc1. Starting materials: N#CC(C#N)=Cc1ccc(OCc2ccccc2)cc1, C1COCCO1, O=S(=O)(O)O. Yields the product N#CC1(C#N)OC1c1ccc(OCc2ccccc2)cc1. Reaction SMILES: [CH2:1]([c:2]1[cH:3][cH:4][cH:5][cH:6][cH:7]1)[O:8][c:9]1[cH:10][cH:11][c:12]([CH:13]=[C:14]([C:15]#[N:16])[C:17]#[N:18])[cH:19][cH:20]1.[O:26]1[CH2:27][CH2:28][O:29][CH2:30][CH2:31]1.[S:21]([OH:22])(=[O:23])(=[O:24])[OH:25]>>[CH2:1]([c:2]1[cH:3][cH:4][cH:5][cH:6][cH:7]1)[O:8][c:9]1[cH:10][cH:11][c:12]([CH:13]2[C:14]([C:15]#[N:16])([C:17]#[N:18])[O:22]2)[cH:19][cH:20]1.